This data is from the Open Reaction Database (ORD), a public repository of structured organic reaction records. The task is: describe an organic reaction: reactants, conditions, products, and yield Reactants: CC1=C(C=C(C=C1)C)CC(CC(CC(=O)O)(C)C)=O (6-(2',5'-dimethylphenyl)-5-keto-3,3-dimethyl hexanoic acid), S(O)(O)(=O)=O (sulfuric acid), C(C)O (ethanol). Product: CC1=C(C=C(C=C1)C)CC(CC(CC(=O)OCC)(C)C)=O (ethyl 6-(2',5'-dimethylphenyl)-5-keto-3,3-dimethylhexanoate). The yield is 78.0%. As a reaction SMILES: [CH3:1][C:2]1[CH:7]=[CH:6][C:5]([CH3:8])=[CH:4][C:3]=1[CH2:9][C:10](=[O:19])[CH2:11][C:12]([CH3:18])([CH3:17])[CH2:13][C:14]([OH:16])=[O:15].S(=O)(=O)(O)O.[CH2:25](O)[CH3:26]>>[CH3:1][C:2]1[CH:7]=[CH:6][C:5]([CH3:8])=[CH:4][C:3]=1[CH2:9][C:10](=[O:19])[CH2:11][C:12]([CH3:17])([CH3:18])[CH2:13][C:14]([O:16][CH2:25][CH3:26])=[O:15]. Reported procedure: Utilizing the procedure of EXAMPLE XX 6-(2',5'-dimethylphenyl)-5-keto-3,3-dimethyl hexanoic acid was esterified with absolute ethanol in the presence of a catalytic amount of concentrated sulfuric acid to provide 15.52 g (78% yield) of ethyl 6-(2',5'-dimethylphenyl)-5-keto-3,3-dimethylhexanoate as a pale viscous oil. Starting materials: CC(=O)Nc1ccc(Br)cc1[N+](=O)[O-], O=C([O-])O, COCCOC, [Na+], O, c1ccc(P(c2ccccc2)(c2ccccc2)[Pd](P(c2ccccc2)(c2ccccc2)c2ccccc2)(P(c2ccccc2)(c2ccccc2)c2ccccc2)P(c2ccccc2)(c2ccccc2)c2ccccc2)cc1, OB(O)c1ccoc1. The product is CC(=O)Nc1ccc(-c2ccoc2)cc1[N+](=O)[O-]. As a reaction SMILES: [C:1]([CH3:2])(=[O:3])[NH:4][c:5]1[c:6]([N+:12](=[O:13])[O-:14])[cH:7][c:8]([Br:11])[cH:9][cH:10]1.[C:23](=[O:24])([OH:25])[O-:26].[CH2:29]([CH2:30][O:31][CH3:32])[O:33][CH3:34].[Na+:27].[OH2:28].[cH:35]1[cH:36][cH:37][c:38]([P:39]([Pd:40]([P:41]([c:42]2[cH:43][cH:44][cH:45][cH:46][cH:47]2)([c:48]2[cH:49][cH:50][cH:51][cH:52][cH:53]2)[c:54]2[cH:55][cH:56][cH:57][cH:58][cH:59]2)([P:60]([c:61]2[cH:62][cH:63][cH:64][cH:65][cH:66]2)([c:67]2[cH:68][cH:69][cH:70][cH:71][cH:72]2)[c:73]2[cH:74][cH:75][cH:76][cH:77][cH:78]2)[P:79]([c:80]2[cH:81][cH:82][cH:83][cH:84][cH:85]2)([c:86]2[cH:87][cH:88][cH:89][cH:90][cH:91]2)[c:92]2[cH:93][cH:94][cH:95][cH:96][cH:97]2)([c:98]2[cH:99][cH:100][cH:101][cH:102][cH:103]2)[c:104]2[cH:105][cH:106][cH:107][cH:108][cH:109]2)[cH:110][cH:111]1.[o:15]1[cH:16][c:17]([B:20]([OH:21])[OH:22])[cH:18][cH:19]1>>[C:1]([CH3:2])(=[O:3])[NH:4][c:5]1[c:6]([N+:12](=[O:13])[O-:14])[cH:7][c:8](-[c:17]2[cH:16][o:15][cH:19][cH:18]2)[cH:9][cH:10]1.